This data is from the Open Reaction Database (ORD), a public repository of structured organic reaction records. The task is: describe an organic reaction: reactants, conditions, products, and yield Run at temperature 50 celsius, time 16 hour. Procedure details: To a solution of (S)-2-amino-4-methyl-pentanoic acid [4,4-bis-(4-fluoro-phenyl)-butyl]-amide monohydrochloride (0.36 g, 0.88 mmol, Example 7) in THF (15 mL) were added, in succession, N,N-diisopropylethylamine (0.30 mL, 1.7 mmol) and 1-bromo-3-methyl-2-butene (0.10 mL, 0.87 mmol) at ambient temperature under nitrogen atmosphere. The resulting reaction mixture was stirred for 12 hours at that temperature, 16 hours at 50° C., cooled to ambient temperature, and concentrated in vacuo. The desired pr... Yields the product Cl.FC1=CC=C(C=C1)C(CCCNC([C@H](CC(C)C)NCC=C(C)C)=O)C1=CC=C(C=C1)F ((S)-4-Methyl-2-(3-methyl-but-2-enylamino)-pentanoic acid [4,4-bis-(4-fluoro-phenyl)-butyl]-amide monohydrochloride). The reactants are Cl.FC1=CC=C(C=C1)C(CCCNC([C@H](CC(C)C)N)=O)C1=CC=C(C=C1)F ((S)-2-amino-4-methyl-pentanoic acid [4,4-bis-(4-fluoro-phenyl)-butyl]-amide monohydrochloride), C(C)(C)N(C(C)C)CC (N,N-diisopropylethylamine), BrCC=C(C)C (1-bromo-3-methyl-2-butene). Run in C1CCOC1 (THF). Yield: 33.6%. RXN SMILES: [ClH:1].[F:2][C:3]1[CH:8]=[CH:7][C:6]([CH:9]([C:22]2[CH:27]=[CH:26][C:25]([F:28])=[CH:24][CH:23]=2)[CH2:10][CH2:11][CH2:12][NH:13][C:14](=[O:21])[C@@H:15]([NH2:20])[CH2:16][CH:17]([CH3:19])[CH3:18])=[CH:5][CH:4]=1.C(N(CC)C(C)C)(C)C.Br[CH2:39][CH:40]=[C:41]([CH3:43])[CH3:42]>C1COCC1>[ClH:1].[F:2][C:3]1[CH:4]=[CH:5][C:6]([CH:9]([C:22]2[CH:27]=[CH:26][C:25]([F:28])=[CH:24][CH:23]=2)[CH2:10][CH2:11][CH2:12][NH:13][C:14](=[O:21])[C@@H:15]([NH:20][CH2:39][CH:40]=[C:41]([CH3:43])[CH3:42])[CH2:16][CH:17]([CH3:19])[CH3:18])=[CH:7][CH:8]=1 |f:0.1,5.6|. Starting materials: CC(C)[Mg+], [Cl-], O=C(Cl)Cc1ccc(F)cc1, CSc1nccc(I)n1, C1CCOC1. Product: CSc1nccc(C(=O)Cc2ccc(F)cc2)n1. RXN SMILES: [CH:11]([Mg+:12])([CH3:13])[CH3:14].[Cl-:10].[F:15][c:16]1[cH:17][cH:18][c:19]([CH2:22][C:23](=[O:24])[Cl:25])[cH:20][cH:21]1.[I:1][c:2]1[n:3][c:4]([S:8][CH3:9])[n:5][cH:6][cH:7]1.[O:26]1[CH2:27][CH2:28][CH2:29][CH2:30]1>>[c:2]1([C:23]([CH2:22][c:19]2[cH:18][cH:17][c:16]([F:15])[cH:21][cH:20]2)=[O:24])[n:3][c:4]([S:8][CH3:9])[n:5][cH:6][cH:7]1.